Dataset: the Open Reaction Database (ORD), a public repository of structured organic reaction records. Task: describe an organic reaction: reactants, conditions, products, and yield Starting materials: Cc1cnc(Cl)c(-c2nc(C)nc(N)n2)c1, Nc1cccc2[nH]ncc12. RXN SMILES: [Cl:1][c:2]1[n:3][cH:4][c:5]([CH3:16])[cH:6][c:7]1-[c:8]1[n:9][c:10]([NH2:15])[n:11][c:12]([CH3:14])[n:13]1.[nH:17]1[n:18][cH:19][c:20]2[c:21]([NH2:26])[cH:22][cH:23][cH:24][c:25]12>>[c:2]1([NH:26][c:21]2[c:20]3[cH:19][n:18][nH:17][c:25]3[cH:24][cH:23][cH:22]2)[n:3][cH:4][c:5]([CH3:16])[cH:6][c:7]1-[c:8]1[n:9][c:10]([NH2:15])[n:11][c:12]([CH3:14])[n:13]1. The product is Cc1cnc(Nc2cccc3[nH]ncc23)c(-c2nc(C)nc(N)n2)c1.